describe an organic reaction: reactants, conditions, products, and yield From a dataset of the Open Reaction Database (ORD), a public repository of structured organic reaction records. The reactants are COC(C(C1=CC=C(C=C1)OCCOC1=CC=CC=C1)=O)=O (alpha-oxo-4-(2-phenoxyethoxy)benzeneacetic acid methyl ester). Solvent: CO (methanol), [OH-].[Na+] (sodium hydroxide). The product is O=C(C(=O)O)C1=CC=C(C=C1)OCCOC1=CC=CC=C1 (alpha-oxo-4-[[2-(phenoxy)ethyl]oxy]benzeneacetic acid). Yield: 91.8%. Reaction SMILES: C[O:2][C:3](=[O:22])[C:4](=[O:21])[C:5]1[CH:10]=[CH:9][C:8]([O:11][CH2:12][CH2:13][O:14][C:15]2[CH:20]=[CH:19][CH:18]=[CH:17][CH:16]=2)=[CH:7][CH:6]=1>CO.[OH-].[Na+]>[O:21]=[C:4]([C:5]1[CH:10]=[CH:9][C:8]([O:11][CH2:12][CH2:13][O:14][C:15]2[CH:20]=[CH:19][CH:18]=[CH:17][CH:16]=2)=[CH:7][CH:6]=1)[C:3]([OH:22])=[O:2] |f:2.3|. Procedure details: A mixture of alpha-oxo-4-(2-phenoxyethoxy)benzeneacetic acid methyl ester (1.6 g) in methanol (10 mL) and 0.5N sodium hydroxide (30 mL) was treated as in Example 19. Extraction provided solids which were crystallized from diethyl ether-hexane to give 1.4 g of colorless alpha-oxo-4-[[2-(phenoxy)ethyl]oxy]benzeneacetic acid, mp 102°-103° C. Reactants: ClC1=CC=C(C=C1)C1(N=C(N(C1(C)C1=CC=C(C=C1)Cl)C(=O)Cl)C1=C(C=C(C=C1)S(=O)(=O)N1CCCC1)OCC)C (rac-(4S*,5R*)-4,5-bis-(4-chloro-phenyl)-2-[2-ethoxy-4-(pyrrolidine-1-sulfonyl)-phenyl]-4,5-dimethyl-4,5-dihydro-imidazole-1-carbonyl chloride), N1(CCNCC1)CCO (2-piperazin-1-yl-ethanol). Yields the product ClC1=CC=C(C=C1)[C@@]1(N=C(N([C@]1(C)C1=CC=C(C=C1)Cl)C(=O)N1CCN(CC1)CCO)C1=C(C=C(C=C1)S(=O)(=O)N1CCCC1)OCC)C ({(4S,5R)-4,5-Bis-(4-chloro-phenyl)-2-[2-ethoxy-4-(pyrrolidine-1-sulfonyl)-phenyl]-4,5-dimethyl-4,5-dihydro-imidazol-1-yl}-[4-(2-hydroxy-ethyl)-piperazin-1-yl]-methanone). Reaction SMILES: [Cl:1][C:2]1[CH:7]=[CH:6][C:5]([C:8]2([CH3:41])[C:12]([C:14]3[CH:19]=[CH:18][C:17]([Cl:20])=[CH:16][CH:15]=3)([CH3:13])[N:11]([C:21](Cl)=[O:22])[C:10]([C:24]3[CH:29]=[CH:28][C:27]([S:30]([N:33]4[CH2:37][CH2:36][CH2:35][CH2:34]4)(=[O:32])=[O:31])=[CH:26][C:25]=3[O:38][CH2:39][CH3:40])=[N:9]2)=[CH:4][CH:3]=1.[N:42]1([CH2:48][CH2:49][OH:50])[CH2:47][CH2:46][NH:45][CH2:44][CH2:43]1>>[Cl:1][C:2]1[CH:3]=[CH:4][C:5]([C@@:8]2([CH3:41])[C@:12]([C:14]3[CH:19]=[CH:18][C:17]([Cl:20])=[CH:16][CH:15]=3)([CH3:13])[N:11]([C:21]([N:45]3[CH2:46][CH2:47][N:42]([CH2:48][CH2:49][OH:50])[CH2:43][CH2:44]3)=[O:22])[C:10]([C:24]3[CH:29]=[CH:28][C:27]([S:30]([N:33]4[CH2:34][CH2:35][CH2:36][CH2:37]4)(=[O:31])=[O:32])=[CH:26][C:25]=3[O:38][CH2:39][CH3:40])=[N:9]2)=[CH:6][CH:7]=1. Procedure: In a manner analogous to the method described in example 5, rac-(4S*,5R*)-4,5-bis-(4-chloro-phenyl)-2-[2-ethoxy-4-(pyrrolidine-1-sulfonyl)-phenyl]-4,5-dimethyl-4,5-dihydro-imidazole-1-carbonyl chloride was reacted with 2-piperazin-1-yl-ethanol (Chemical Dynamics) to give the title compound as a racemic mixture. The enantiomers were then separated by supercritical fluid chromatography (Berger Instrument Multi-Gram II, Daicel ChiralPak OD-H 3×25 cm, 35° C. at 100 bar, eluting with 30% methanol in ... Reactants: C([O-])([O-])=O.[NH4+].[NH4+] (ammonium carbonate), C(C)(=O)[O-].[NH4+] (ammonium acetate), C1(=CC=CC=C1)C(CCNC(=O)C=1C(N=C(NC1C)OC)C1=CC(=CC=C1)Cl)C1=CC=CC=C1 (4-(3-chlorophenyl)-2-methoxyl-6-methyl-1,4-dihydropyrimidine-5-carboxylic acid (3,3-diphenylpropyl)amide). Solvent: C(C)(=O)OCC (ethyl acetate), C(C)O (ethanol). Run at temperature 80 celsius, time 2 day. Product: C1(=CC=CC=C1)C(CCNC(=O)C=1C(N=C(NC1C)N)C1=CC(=CC=C1)Cl)C1=CC=CC=C1 (2-amino-4-(3-chlorophenyl)-6-methyl-1,4-dihydropyrimidine-5-carboxylic acid (3,3-diphenylpropyl)amide). Reaction SMILES: [C:1]1([CH:7]([C:29]2[CH:34]=[CH:33][CH:32]=[CH:31][CH:30]=2)[CH2:8][CH2:9][NH:10][C:11]([C:13]2[CH:14]([C:22]3[CH:27]=[CH:26][CH:25]=[C:24]([Cl:28])[CH:23]=3)[N:15]=[C:16](OC)[NH:17][C:18]=2[CH3:19])=[O:12])[CH:6]=[CH:5][CH:4]=[CH:3][CH:2]=1.C(=O)([O-])[O-].[NH4+:39].[NH4+].C([O-])(=O)C.[NH4+]>C(O)C.C(OCC)(=O)C>[C:1]1([CH:7]([C:29]2[CH:34]=[CH:33][CH:32]=[CH:31][CH:30]=2)[CH2:8][CH2:9][NH:10][C:11]([C:13]2[CH:14]([C:22]3[CH:27]=[CH:26][CH:25]=[C:24]([Cl:28])[CH:23]=3)[N:15]=[C:16]([NH2:39])[NH:17][C:18]=2[CH3:19])=[O:12])[CH:6]=[CH:5][CH:4]=[CH:3][CH:2]=1 |f:1.2.3,4.5|. Reported procedure: 111 mg (0.234 mmol) of 4-(3-chlorophenyl)-2-methoxyl-6-methyl-1,4-dihydropyrimidine-5-carboxylic acid (3,3-diphenylpropyl)amide was dissolved in 5 ml of ethanol. 67.4 mg (0.702 mmol) of ammonium carbonate and 11.8 mg (0.187 mmol) of ammonium acetate were added to the obtained solution, and they were stirred at 80° C. for 2 days. The reaction mixture was diluted with ethyl acetate. An insoluble matter thus formed was filtered out, and the filtrate was concentrated under reduced pressure. The resi... Starting materials: C=1(C(=CC=CC1)S(=O)(=O)O)C (toluenesulfonic acid), O1CCCC=C1 (dihydropyran). Run in C(Cl)Cl (methylene chloride). Yields the product S1C(=CC=C1)CCCCO (4-thien-2-ylbutanol), oil. RXN SMILES: [C:1]1(C)[C:2]([S:7](O)(=O)=O)=CC=C[CH:6]=1.[O:12]1[CH:17]=[CH:16][CH2:15][CH2:14][CH2:13]1>C(Cl)Cl>[S:7]1[CH:2]=[CH:1][CH:6]=[C:13]1[CH2:14][CH2:15][CH2:16][CH2:17][OH:12]. Procedure details: A solution of 7.8 g of 4-thien-2-ylbutanol in methylene chloride was prepared and a catalytic amount of toluenesulfonic acid added, followed by dropwise addition of 4.8 ml of dihydropyran. When thin layer chromatography indicated a completed reaction (20 minutes), the reaction mixture was extracted with aqueous sodium carbonate. The organic layer was separated, dried over sodium sulfate and concentrated under vacuum to give 10.1 g of oil residue. This oil was dissolved in 50 ml of ether and plac...